This data is from the Open Reaction Database (ORD), a public repository of structured organic reaction records. The task is: describe an organic reaction: reactants, conditions, products, and yield Reactants: C1(=CC=CC=C1)CCCC(=O)O (4-phenylbutyric acid), [H-].[Al+3].[Li+].[H-].[H-].[H-] (lithium aluminum hydride), O (water), [OH-].[Na+] (sodium hydroxide), O (water). Solvent: C(C)OCC (ethyl ether), C(C)OCC (ethyl ether). Conditions: time 2 hour. The product is C1(=CC=CC=C1)CCCCO (Benzenebutanol). Isolated yield 83.2%. RXN SMILES: [H-].[Al+3].[Li+].[H-].[H-].[H-].[C:7]1([CH2:13][CH2:14][CH2:15][C:16](O)=[O:17])[CH:12]=[CH:11][CH:10]=[CH:9][CH:8]=1.O.[OH-].[Na+]>C(OCC)C>[C:7]1([CH2:13][CH2:14][CH2:15][CH2:16][OH:17])[CH:12]=[CH:11][CH:10]=[CH:9][CH:8]=1 |f:0.1.2.3.4.5,8.9|. Reported procedure: To a stirred suspension of 7.9 g (0.21 mole) of lithium aluminum hydride (Aldrich) in 350 ml of dry ethyl ether was added dropwise a solution of 32.8 g (0.2 mole) of 4-phenylbutyric acid (Aldrich) in 250 ml of dry ethyl ether. The reaction mixture was stirred at ambient temperature for 2 hr, treated successively with 8 ml of water, 25 ml of a 15% sodium hydroxide solution and 8 ml of water, and filtered through Celite®. The filtrate was washed successively with water (200 ml), twice with 300 ml ... The reactants are Cl.[NH+]1=CC=CC=C1 (pyridinium hydrogen chloride), C(C)(=O)NN (acetic hydrazide), 7-[[4-cyanophenyl]methoxy]-4-propanoic acid, N1C(CNC(C2=C1C=CC=C2)=O)=S (3,4-dihydro-1H-1,4-benzodiazepine-2-thione-5-one), ethyl ester, ( c ), CI (methyl iodide), O (water), [OH-].[Na+] (sodium hydroxide). Reagents/catalysts: S(=O)(=O)(O)[O-].C(CCC)[N+](CCCC)(CCCC)CCCC (tetrabutyl ammonium hydrogen sulfate). Run in C(Cl)Cl (methylene chloride). Reaction conditions: time 16 hour. Yields the product C1=NN=C2N1C1=C(CN(C2)CCC(=O)O)C=CC=C1 (4H-[1,2,4]triazolo[4,3-a][1,4]benzodiazepine-5(6H)-propanoic acid). Yield: 63.0%. As a reaction SMILES: [NH:1]1[C:7]2[CH:8]=[CH:9][CH:10]=[CH:11][C:6]=2[C:5](=O)[NH:4][CH2:3][C:2]1=S.CI.[OH-:16].[Na+].Cl.[NH+]1[CH:24]=[CH:23][CH:22]=CC=1.[C:25]([NH:28][NH2:29])(=O)C.[OH2:30]>S([O-])(O)(=O)=O.C([N+](CCCC)(CCCC)CCCC)CCC.C(Cl)Cl>[CH:25]1[N:1]2[C:7]3[CH:8]=[CH:9][CH:10]=[CH:11][C:6]=3[CH2:5][N:4]([CH2:24][CH2:23][C:22]([OH:30])=[O:16])[CH2:3][C:2]2=[N:29][N:28]=1 |f:2.3,4.5,8.9|. Procedure details: To a biphasic solution of 7-[[4-cyanophenyl]methoxy]-4-propanoic acid, 3,4-dihydro-1H-1,4-benzodiazepine-2-thione-5-one, ethyl ester (0.75 grams, 1.77 mmol), prepared as described in part (c) of Example 3, methylene chloride (20 mL), water (20 mL), 0.2 mL methyl iodide, and a catalytic amount of tetrabutyl ammonium hydrogen sulfate was added 1.2 mL 2N sodium hydroxide. After 16 hrs, overnight, of vigorous stirring the layers were seperated. The aqueous layer was washed 3×30 mL methylene chloride... The reactants are N([C@@H](CC(N)=O)C(=O)N[C@@H](CCCNC(NS(=O)(=O)C1=CC=C(C)C=C1)=N)C(=O)N1[C@H](C(=O)N[C@@H](C)C(=O)N[C@@H](CCCCNC(=O)OCC2=C(Cl)C=CC=C2)C(=O)OCC2=CC=CC=C2)CCC1)C(=O)OC(C)(C)C (Boc-Asn-Arg(Tos)-Pro-Ala-Lys(ClZ)-OBzl), [OH-].[Na+] (NaOH), N([C@@H](CC(N)=O)C(=O)N[C@@H](CCCNC(NS(=O)(=O)C1=CC=C(C)C=C1)=N)C(=O)N1[C@H](C(=O)N[C@@H](C)C(=O)N[C@@H](CCCCNC(=O)OCC2=C(Cl)C=CC=C2)C(=O)OCC2=CC=CC=C2)CCC1)C(=O)OC(C)(C)C (Boc-Asn-Arg(Tos)-Pro-Ala-Lys(ClZ)-OBzl), C(Cl)(Cl)Cl.CO (chloroform methanol). Solvent: CO (methanol), CO (methanol). Reaction conditions: temperature 0 celsius, time 2 hour. The product is N([C@@H](CC(N)=O)C(=O)N[C@@H](CCCNC(NS(=O)(=O)C1=CC=C(C)C=C1)=N)C(=O)N1[C@H](C(=O)N[C@@H](C)C(=O)N[C@@H](CCCCNC(=O)OCC2=C(Cl)C=CC=C2)C(=O)O)CCC1)C(=O)OC(C)(C)C (Boc-Asn-Arg(Tos)-Pro-Ala-Lys(ClZ)-OH). Yield: 108.7%. As a reaction SMILES: [NH:1]([C:70]([O:72][C:73]([CH3:76])([CH3:75])[CH3:74])=[O:71])[C@H:2]([C:7]([NH:9][C@H:10]([C:28]([N:30]1[CH2:69][CH2:68][CH2:67][C@H:31]1[C:32]([NH:34][C@H:35]([C:37]([NH:39][C@H:40]([C:57]([O:59]CC1C=CC=CC=1)=[O:58])[CH2:41][CH2:42][CH2:43][CH2:44][NH:45][C:46]([O:48][CH2:49][C:50]1[CH:56]=[CH:55][CH:54]=[CH:53][C:51]=1[Cl:52])=[O:47])=[O:38])[CH3:36])=[O:33])=[O:29])[CH2:11][CH2:12][CH2:13][NH:14][C:15](=[NH:27])[NH:16][S:17]([C:20]1[CH:26]=[CH:25][C:23]([CH3:24])=[CH:22][CH:21]=1)(=[O:19])=[O:18])=[O:8])[CH2:3][C:4](=[O:6])[NH2:5].[OH-].[Na+].C(Cl)(Cl)Cl.CO>CO>[NH:1]([C:70]([O:72][C:73]([CH3:74])([CH3:76])[CH3:75])=[O:71])[C@H:2]([C:7]([NH:9][C@H:10]([C:28]([N:30]1[CH2:69][CH2:68][CH2:67][C@H:31]1[C:32]([NH:34][C@H:35]([C:37]([NH:39][C@H:40]([C:57]([OH:59])=[O:58])[CH2:41][CH2:42][CH2:43][CH2:44][NH:45][C:46]([O:48][CH2:49][C:50]1[CH:56]=[CH:55][CH:54]=[CH:53][C:51]=1[Cl:52])=[O:47])=[O:38])[CH3:36])=[O:33])=[O:29])[CH2:11][CH2:12][CH2:13][NH:14][C:15](=[NH:27])[NH:16][S:17]([C:20]1[CH:26]=[CH:25][C:23]([CH3:24])=[CH:22][CH:21]=1)(=[O:19])=[O:18])=[O:8])[CH2:3][C:4](=[O:6])[NH2:5] |f:1.2,3.4|. Reported procedure: At 0° C. to the solution of 300 mg (0.210 mmol) of Boc-Asn-Arg(Tos)-Pro-Ala-Lys(ClZ)-OBzl (SEQ ID NO: 17) in 8 ml of methanol 5 ml of the solution of NaOH in methanol (2 mol/L) were added. The reaction mixture was stirred at 0° C. for 2 h and TLC (chloroform/methanol, 15:1) indicated complete disappearance of Boc-Asn-Arg(Tos)-Pro-Ala-Lys(ClZ)-OBzl (SEQ ID NO: 17). The reaction mixture was neutralized to pH 7 and evaporated at room temperature to remove methanol. The residue was acidified to pH 1... Reactants: COC(=O)CBr, CC(=O)Oc1ccc(N(Cc2cccc(C#N)c2)C2CCN(C(C)CCNC(=O)c3c(C)ncnc3C)CC2)cc1, [K+], [K+], O=C([O-])[O-], CN(C)C=O. Yields the product COC(=O)COc1ccc(N(Cc2cccc(C#N)c2)C2CCN(C(C)CCNC(=O)c3c(C)ncnc3C)CC2)cc1. As a reaction SMILES: [Br:48][CH2:49][C:50](=[O:51])[O:52][CH3:53].[C:1](#[N:2])[c:3]1[cH:4][c:5]([CH2:6][N:7]([c:8]2[cH:9][cH:10][c:11]([O:14][C:15](=[O:16])[CH3:17])[cH:12][cH:13]2)[CH:18]2[CH2:19][CH2:20][N:21]([CH:24]([CH2:25][CH2:26][NH:27][C:28](=[O:29])[c:30]3[c:31]([CH3:37])[n:32][cH:33][n:34][c:35]3[CH3:36])[CH3:38])[CH2:22][CH2:23]2)[cH:39][cH:40][cH:41]1.[K+:42].[K+:43].[O-:44][C:45]([O-:46])=[O:47].[O:54]=[CH:55][N:56]([CH3:57])[CH3:58]>>[C:1](#[N:2])[c:3]1[cH:4][c:5]([CH2:6][N:7]([c:8]2[cH:9][cH:10][c:11]([O:14][CH2:49][C:50](=[O:51])[O:52][CH3:53])[cH:12][cH:13]2)[CH:18]2[CH2:19][CH2:20][N:21]([CH:24]([CH2:25][CH2:26][NH:27][C:28](=[O:29])[c:30]3[c:31]([CH3:37])[n:32][cH:33][n:34][c:35]3[CH3:36])[CH3:38])[CH2:22][CH2:23]2)[cH:39][cH:40][cH:41]1. Reactants: CI, CN(C)C=O, [H-], Nc1cccc2c(=O)[nH]c3ccccc3c(=O)c12, [Na+], O. Yields the product Cn1c(=O)c2cccc(N)c2c(=O)c2ccccc21. Reaction SMILES: [CH3:21][I:22].[CH3:24][N:25]([CH3:26])[CH:27]=[O:28].[H-:19].[NH2:1][c:2]1[cH:3][cH:4][cH:5][c:6]2[c:7]1[c:8](=[O:18])[c:9]1[c:10]([nH:11][c:12]2=[O:13])[cH:14][cH:15][cH:16][cH:17]1.[Na+:20].[OH2:23]>>[NH2:1][c:2]1[cH:3][cH:4][cH:5][c:6]2[c:7]1[c:8](=[O:18])[c:9]1[c:10]([n:11]([CH3:21])[c:12]2=[O:13])[cH:14][cH:15][cH:16][cH:17]1. Reactants: FC=1C=C(C=CC1F)[C@H]1N(C(OC1)=O)C1=NC=2N(C=C1)N=CC2C2=CC(=C(C=C2)C2=NN(C=N2)COCC[Si](C)(C)C)F ((R)-4-(3,4-difluorophenyl)-3-(3-(3-fluoro-4-(1-((2-(trimethylsilyl)ethoxy)methyl)-1H-1,2,4-triazol-3-yl)phenyl)pyrazolo[1,5-a]pyrimidin-5-yl)oxazolidin-2-one), FC=1C=C(C=CC1F)[C@H]1N(C(OC1)=O)C1=NC=2N(C=C1)N=CC2C2=CC(=C(C=C2)C2=NC=NN2COCC[Si](C)(C)C)F ((R)-4-(3,4-difluorophenyl)-3-(3-(3-fluoro-4-(1-((2-(trimethylsilyl) ethoxy)methyl)-1H-1,2,4-triazol-5-yl)phenyl)pyrazolo [1,5-a]pyrimidin-5-yl)oxazolidin-2-one). The product is FC=1C=C(C=CC1F)[C@H]1N(C(OC1)=O)C1=NC=2N(C=C1)N=CC2C2=CC(=C(C=C2)C2=NNC=N2)F ((R)-4-(3,4-difluorophenyl)-3-(3-(3-fluoro-4-(1H-1,2,4-triazol-3-yl)phenyl)pyrazolo[1,5-a]pyrimidin-5-yl)oxazolidin-2-one). The yield is 81.0%. Reaction SMILES: [F:1][C:2]1[CH:3]=[C:4]([C@@H:9]2[CH2:13][O:12][C:11](=[O:14])[N:10]2[C:15]2[CH:20]=[CH:19][N:18]3[N:21]=[CH:22][C:23]([C:24]4[CH:29]=[CH:28][C:27]([C:30]5[N:34]=[CH:33][N:32](COCC[Si](C)(C)C)[N:31]=5)=[C:26]([F:43])[CH:25]=4)=[C:17]3[N:16]=2)[CH:5]=[CH:6][C:7]=1[F:8].FC1C=C([C@@H]2COC(=O)N2C2C=CN3N=CC(C4C=CC(C5N(COCC[Si](C)(C)C)N=CN=5)=C(F)C=4)=C3N=2)C=CC=1F>>[F:1][C:2]1[CH:3]=[C:4]([C@@H:9]2[CH2:13][O:12][C:11](=[O:14])[N:10]2[C:15]2[CH:20]=[CH:19][N:18]3[N:21]=[CH:22][C:23]([C:24]4[CH:29]=[CH:28][C:27]([C:30]5[N:34]=[CH:33][NH:32][N:31]=5)=[C:26]([F:43])[CH:25]=4)=[C:17]3[N:16]=2)[CH:5]=[CH:6][C:7]=1[F:8]. Procedure: (R)-4-(3,4-difluorophenyl)-3-(3-(3-fluoro-4-(1H-1,2,4-triazol-3-yl)phenyl)pyrazolo[1,5-a]pyrimidin-5-yl)oxazolidin-2-one (16 mg, 81%) was prepared by the procedure described in Example 1, Step 9, using a mixture of (R)-4-(3,4-difluorophenyl)-3-(3-(3-fluoro-4-(1-((2-(trimethylsilyl)ethoxy)methyl)-1H-1,2,4-triazol-3-yl)phenyl)pyrazolo[1,5-a]pyrimidin-5-yl)oxazolidin-2-one and (R)-4-(3,4-difluorophenyl)-3-(3-(3-fluoro-4-(1-((2-(trimethylsilyl) ethoxy)methyl)-1H-1,2,4-triazol-5-yl)phenyl)pyrazolo [1...